From a dataset of the Open Reaction Database (ORD), a public repository of structured organic reaction records. describe an organic reaction: reactants, conditions, products, and yield The reactants are O=C1NCC2=C(C=CC=C12)C1=CC=C(S1)C(=O)OC (Methyl 5-(1-oxo-2,3-dihydro-1H-isoindol-4-yl)-2-thiophenecarboxylate), [Li+].[OH-] (LiOH), Cl (HCl). The solvent is C1CCOC1 (THF), CO (methanol), C(C)OCC (diethyl ether). Conditions: time 5 hour. Yields the product O=C1NCC2=C(C=CC=C12)C1=CC=C(S1)C(=O)O (5-(1-oxo-2,3-dihydro-1H-isoindol-4-yl)-2-thiophenecarboxylic acid). Yield: 89.6%. RXN SMILES: [O:1]=[C:2]1[C:10]2[C:5](=[C:6]([C:11]3[S:15][C:14]([C:16]([O:18]C)=[O:17])=[CH:13][CH:12]=3)[CH:7]=[CH:8][CH:9]=2)[CH2:4][NH:3]1.[Li+].[OH-].Cl>C1COCC1.CO.C(OCC)C>[O:1]=[C:2]1[C:10]2[C:5](=[C:6]([C:11]3[S:15][C:14]([C:16]([OH:18])=[O:17])=[CH:13][CH:12]=3)[CH:7]=[CH:8][CH:9]=2)[CH2:4][NH:3]1 |f:1.2|. Procedure details: A suspension of Example 127A (0.34 g, 1.24 mmol) in THF (30 mL) and methanol (30 mL) was treated with 1N LiOH (10 mL), stirred at room temperature for 5 hours, then acidified with 1N HCl and diluted with diethyl ether. The resulting suspension was filtered and the filter cake was washed with water and dried to give 288 mg of the desired product. MS (ESI(−)) m/e 258 (M−H)−. Starting materials: [NH4+].[NH4+].[O-]S(=O)(=O)OOS(=O)(=O)[O-] (ammonium peroxodisulfate), C(=O)=O (carbon dioxide), S(O)(O)(=O)=O (sulfuric acid), BrC=1C=NC(=CC1)[Si](C)(C)C (3-bromo-6-trimethylsilylpyridine), C(C(C)(C)C)(=O)O (pivalic acid). Reagents/catalysts: [N+](=O)([O-])[O-].[Ag+] (silver nitrate). Solvent: O (water), C(C)(=O)OCC (ethyl acetate), O (water). The product is C(C)(C)(C)C1=NC(=CC=C1Br)[Si](C)(C)C (2-tert-Butyl-3-bromo-6-trimethylsilylpyridine). As a reaction SMILES: [Br:1][C:2]1[CH:3]=[N:4][C:5]([Si:8]([CH3:11])([CH3:10])[CH3:9])=[CH:6][CH:7]=1.[C:12](O)(=O)[C:13](C)([CH3:15])[CH3:14].S(=O)(=O)(O)O.[NH4+].[NH4+].[O-]S(OOS([O-])(=O)=O)(=O)=O.C(=O)=O>O.[N+]([O-])([O-])=O.[Ag+].C(OCC)(=O)C>[C:13]([C:3]1[C:2]([Br:1])=[CH:7][CH:6]=[C:5]([Si:8]([CH3:11])([CH3:10])[CH3:9])[N:4]=1)([CH3:15])([CH3:14])[CH3:12] |f:3.4.5,8.9|. Procedure: Procedure analogous to WO 2007/073303: 12.4 g (73 mmol) of silver nitrate are added to a mixture of 128.8 g (560 mmol) of 3-bromo-6-trimethylsilylpyridine [291312-74-8], 286.0 g (2.8 mol) of pivalic acid [75-98-9] and 400 ml of water, and the mixture is stirred at room temperature for min. 1000 ml of 10% by weight sulfuric acid are added dropwise to the reaction mixture over the course of 15 min., the mixture is warmed to 70° C., and a solution of 168.5 g (730 mmol) of ammonium peroxodisulfate i...